Dataset: the Open Reaction Database (ORD), a public repository of structured organic reaction records. Task: describe an organic reaction: reactants, conditions, products, and yield Reported procedure: 69.8 g of 4-(benzyloxy)-2'-fluoro-3-methoxybenzhydrol (dissolved in 600 ml of methylene chloride) are treated within 30 minutes at 20° with 45.3 g of pyridinium chlorochromate and stirred at 20° for 3 hours. The precipitate formed is subsequently filtered and washed with methylene chloride. The filtrate is evaporated and the residue is filtered on 100 g of silica gel with ether. After recrystallization from ether, there is obtained 4-(benzyloxy)-2'-fluoro-3-methoxybenzophenone of m.p. 118°-120°. Reactants: [Cr](=O)(=O)([O-])Cl.[NH+]1=CC=CC=C1 (pyridinium chlorochromate), C(C1=CC=CC=C1)OC1=C(C=C(C(C2=C(C=CC=C2)F)O)C=C1)OC (4-(benzyloxy)-2'-fluoro-3-methoxybenzhydrol). The product is C(C1=CC=CC=C1)OC1=C(C=C(C(=O)C2=C(C=CC=C2)F)C=C1)OC (4-(benzyloxy)-2'-fluoro-3-methoxybenzophenone). Reaction SMILES: [Cr](Cl)([O-])(=O)=O.[NH+]1C=CC=CC=1.[CH2:12]([O:19][C:20]1[CH:34]=[CH:33][C:23]([CH:24]([OH:32])[C:25]2[CH:30]=[CH:29][CH:28]=[CH:27][C:26]=2[F:31])=[CH:22][C:21]=1[O:35][CH3:36])[C:13]1[CH:18]=[CH:17][CH:16]=[CH:15][CH:14]=1>>[CH2:12]([O:19][C:20]1[CH:34]=[CH:33][C:23]([C:24]([C:25]2[CH:30]=[CH:29][CH:28]=[CH:27][C:26]=2[F:31])=[O:32])=[CH:22][C:21]=1[O:35][CH3:36])[C:13]1[CH:14]=[CH:15][CH:16]=[CH:17][CH:18]=1 |f:0.1|. Reaction conditions: time 3 hour. The reactants are C(#N)CC(CC)P(OCC)(=O)C(OCC)OCC (ethyl P-(4-cyanobut-3-yl)-P-(diethoxymethyl)-phosphinate), solution, N (ammonia). The reagents and catalysts are [Ni] (Raney-nickel). Run in C(C)O (ethanol), C(C)O (ethanol). The product is NCCC(CC)P(OCC)(=O)C(OCC)OCC (ethyl P-(5-amino-pent-3-yl)-P-(diethoxymethyl)-phosphinate). RXN SMILES: [C:1]([CH2:3][CH:4]([P:7]([CH:12]([O:16][CH2:17][CH3:18])[O:13][CH2:14][CH3:15])(=[O:11])[O:8][CH2:9][CH3:10])[CH2:5][CH3:6])#[N:2].N>C(O)C.[Ni]>[NH2:2][CH2:1][CH2:3][CH:4]([P:7]([CH:12]([O:16][CH2:17][CH3:18])[O:13][CH2:14][CH3:15])(=[O:11])[O:8][CH2:9][CH3:10])[CH2:5][CH3:6]. Reported procedure: 73.4 g (0.264 mol) of ethyl P-(4-cyanobut-3-yl)-P-(diethoxymethyl)-phosphinate in 770 ml of dry ethanol are treated with 126 g of an 8% solution of ammonia in ethanol. Subsequently, 15 g of Raney-nickel and the resulting mixture is hydrogenated at 45° under atmospheric pressure. The catalyst is then filtered of and the filtrate is concentrated under reduced pressure. The crude product is distilled in vacuo to yield the ethyl P-(5-amino-pent-3-yl)-P-(diethoxymethyl)-phosphinate (b.p.: 100°/0.01 T... Product: ethyl acetate hexanes, ClC1=C(C=O)C=CC(=C1)OC1OCCCC1 (2-Chloro-4-(tetrahydro-pyran-2-yloxy)-benzaldehyde). Run at time 4 day. Reactants: C([O-])(O)=O.[Na+] (sodium bicarbonate), O1CCCC=C1 (3,4-dihydro-2H-pyran), C1(=CC=C(C=C1)S(=O)(=O)[O-])C.[NH+]1=CC=CC=C1 (pyridinium p-toluenesulfonate), 5A, ClC1=C(C=O)C=CC(=C1)O (2-chloro-4-hydroxybenzaldehyde), O1CCCC=C1 (3,4-dihydro-2H-pyran), C1(=CC=C(C=C1)S(=O)(=O)[O-])C.[NH+]1=CC=CC=C1 (pyridinium p-toluenesulfonate). The solvent is O (water), C(Cl)Cl (methylene chloride), O1CCCC1 (tetrahydrofuran). The yield is 72.5%. Reported procedure: To a solution of 2-chloro-4-hydroxybenzaldehyde (12.0 g, 76.64 mmol) in 175 mL methylene chloride and 10 mL tetrahydrofuran was added 3,4-dihydro-2H-pyran (17.5 mL, 191.6 mmol) and pyridinium p-toluenesulfonate (1.93 g, 7.66 mmol). The reaction mixture was stirred at room temperature for 4 days. Additional 3,4-dihydro-2H-pyran (17.0 mL, 186.3 mmol) and pyridinium p-toluenesulfonate (1.85 g, 7.36 mmol) were added, followed by 5A molecular sieves, and the reaction mixture continued to stir at room... Reaction SMILES: [Cl:1][C:2]1[CH:9]=[C:8]([OH:10])[CH:7]=[CH:6][C:3]=1[CH:4]=[O:5].[O:11]1[CH:16]=[CH:15][CH2:14][CH2:13][CH2:12]1.C1(C)C=CC(S([O-])(=O)=O)=CC=1.[NH+]1C=CC=CC=1.C(=O)(O)[O-].[Na+]>C(Cl)Cl.O1CCCC1.O>[Cl:1][C:2]1[CH:9]=[C:8]([O:10][CH:12]2[CH2:13][CH2:14][CH2:15][CH2:16][O:11]2)[CH:7]=[CH:6][C:3]=1[CH:4]=[O:5] |f:2.3,4.5|.